describe an organic reaction: reactants, conditions, products, and yield From a dataset of the Open Reaction Database (ORD), a public repository of structured organic reaction records. The reactants are CN1C(CCC2=CC(=CC=C12)B1OC(C(O1)(C)C)(C)C)=O (1-methyl-6-(4,4,5,5-tetramethyl-[1,3,2]dioxaborolan-2-yl)-3,4-dihydro-1H-quinolin-2-one), BrC=1C=NC=C(C1)CN1[C@@H](CCC1)C(O[SiH2]C(C)(C)C)(C)C (3-bromo-5-[(S)-2-(tert-butyl-dimethyl-silanyloxymethyl)-pyrrolidin-1-ylmethyl]-pyridine). Yields the product C(C)(C)(C)[SiH2]OC([C@H]1N(CCC1)CC=1C=C(C=NC1)C=1C=C2CCC(N(C2=CC1)C)=O)(C)C (6-{5-[(S)-2-(tert-Butyl-dimethyl-silanyloxymethyl)-pyrrolidin-1-ylmethyl]-pyridin-3-yl}-1-methyl-3,4-dihydro-1H-quinolin-2-one). Reaction SMILES: [CH3:1][N:2]1[C:11]2[C:6](=[CH:7][C:8](B3OC(C)(C)C(C)(C)O3)=[CH:9][CH:10]=2)[CH2:5][CH2:4][C:3]1=[O:21].Br[C:23]1[CH:24]=[N:25][CH:26]=[C:27]([CH2:29][N:30]2[CH2:34][CH2:33][CH2:32][C@H:31]2[C:35]([CH3:43])([CH3:42])[O:36][SiH2:37][C:38]([CH3:41])([CH3:40])[CH3:39])[CH:28]=1>>[C:38]([SiH2:37][O:36][C:35]([CH3:43])([CH3:42])[C@@H:31]1[CH2:32][CH2:33][CH2:34][N:30]1[CH2:29][C:27]1[CH:28]=[C:23]([C:8]2[CH:7]=[C:6]3[C:11](=[CH:10][CH:9]=2)[N:2]([CH3:1])[C:3](=[O:21])[CH2:4][CH2:5]3)[CH:24]=[N:25][CH:26]=1)([CH3:41])([CH3:39])[CH3:40]. Reported procedure: In analogy to the procedure described for the preparation of intermediate A-3 [C], 1-methyl-6-(4,4,5,5-tetramethyl-[1,3,2]dioxaborolan-2-yl)-3,4-dihydro-1H-quinolin-2-one (intermediate A-1) has been coupled to 3-bromo-5-[(S)-2-(tert-butyl-dimethyl-silanyloxymethyl)-pyrrolidin-1-ylmethyl]-pyridine to give the title compound as an off white waxy solid. MS: 352.3 (M+H+). Reactants: COC1=CC=C(C=C1)CC(=S)C(C(=O)OCC)S (ethyl 2-[2-(4-methoxyphenyl)1-thioxoethyl]thioglycolate), N(N)C(=O)OC (methyl hydrazinocarboxylate). Solvent: ClCCl (dichloromethane). Product: COC1=CC=C(C=C1)CC(=S)NNC(=O)OC (2-[2-(4-Methoxyphenyl)-1-thioxoethyl]hydrazine carboxylic acid, methyl ester). Isolated yield 80.5%. RXN SMILES: [CH3:1][O:2][C:3]1[CH:8]=[CH:7][C:6]([CH2:9][C:10](C(S)C(OCC)=O)=[S:11])=[CH:5][CH:4]=1.[NH:19]([C:21]([O:23][CH3:24])=[O:22])[NH2:20]>ClCCl>[CH3:1][O:2][C:3]1[CH:4]=[CH:5][C:6]([CH2:9][C:10]([NH:20][NH:19][C:21]([O:23][CH3:24])=[O:22])=[S:11])=[CH:7][CH:8]=1. Reported procedure: A mixture of 50 g of the above ester, 18.2 g of methyl hydrazinocarboxylate and 300 ml of dichloromethane was refluxed for 2 hours, then washed twice with water, once with saturated sodium chloride and dried. The resulting oily residue was concentrated under high vacuum at 50° C. for 2 hours and the semi-solid crystallized from toluene-hexane, giving 36 g of the desired compound as ivory colored crystals, mp 94.5°-95° C. Proton nuclear magnetic resonance (δ[ppm], CDCl3) 90 MHz: 3.78 (s, 3H, OCH3... Starting materials: O=C([O-])[O-], CN(C)C=O, O=C(O)CCc1oc(Cl)nc1-c1ccc(Cl)cc1, Cl, [K+], [K+], O, c1c[nH]cn1. Yields the product O=C(O)CCc1oc(-n2ccnc2)nc1-c1ccc(Cl)cc1. RXN SMILES: [C:24](=[O:25])([O-:26])[O-:27].[CH3:32][N:33]([CH3:34])[CH:35]=[O:36].[Cl:1][c:2]1[o:3][c:4]([CH2:14][CH2:15][C:16](=[O:17])[OH:18])[c:5](-[c:7]2[cH:8][cH:9][c:10]([Cl:13])[cH:11][cH:12]2)[n:6]1.[ClH:30].[K+:28].[K+:29].[OH2:31].[nH:19]1[cH:20][n:21][cH:22][cH:23]1>>[c:2]1(-[n:19]2[cH:20][n:21][cH:22][cH:23]2)[o:3][c:4]([CH2:14][CH2:15][C:16](=[O:17])[OH:18])[c:5](-[c:7]2[cH:8][cH:9][c:10]([Cl:13])[cH:11][cH:12]2)[n:6]1. Reactants: C([O-])([O-])=O.[Na+].[Na+] (sodium carbonate), ClC=1C(=C(C=O)C=CC1OC)O (3-chloro-2-hydroxy-4-methoxybenzaldehyde), P(=O)(O)(O)[O-].[Na+] (sodium dihydrogenphosphate), Cl(=O)[O-].[Na+] (sodium chlorite). Solvent: O (water), O (water), CS(=O)C (DMSO). Conditions: temperature 15 celsius, time 16 hour. Yields the product ClC=1C(=C(C(=O)O)C=CC1OC)O (3-chloro-2-hydroxy-4-methoxybenzoic acid). The yield is 61.6%. As a reaction SMILES: [Cl:1][C:2]1[C:3]([OH:12])=[C:4]([CH:7]=[CH:8][C:9]=1[O:10][CH3:11])[CH:5]=[O:6].P([O-])(O)(O)=[O:14].[Na+].Cl([O-])=O.[Na+].C(=O)([O-])[O-].[Na+].[Na+]>O.CS(C)=O>[Cl:1][C:2]1[C:3]([OH:12])=[C:4]([CH:7]=[CH:8][C:9]=1[O:10][CH3:11])[C:5]([OH:14])=[O:6] |f:1.2,3.4,5.6.7|. Procedure: To a solution of 3-chloro-2-hydroxy-4-methoxybenzaldehyde (16.6 g) and sodium dihydrogenphosphate (34.7 g) in a mixed solvent of DMSO (180 mL)-water (45.0 mL) was added an aqueous solution (35.0 mL) of sodium chlorite (27.2 g) under ice-cooling, and the mixture was stirred at 15° C. for 16 hr. The reaction mixture was poured into saturated aqueous sodium carbonate solution, the mixture was diluted with water, and filtered, and the filtrate was extracted with petroleum ether/ethyl acetate=5:1. Th... The reactants are COC(=O)C=1C=C(OC2=CC=C(C=C2)[N+](=O)[O-])C=CC1OC (4-(3-methoxycarbonyl-4-methoxyphenoxy)-1-nitrobenzene), [OH-].[K+] (KOH), O (water). Solvent: CO (MeOH). Reaction conditions: time 8 hour. Yields the product C(=O)(O)C=1C=C(OC2=CC=C(C=C2)[N+](=O)[O-])C=CC1OC (4-(3-carboxy-4-methoxyphenoxy)-1-nitrobenzene). The yield is 90.9%. RXN SMILES: C[O:2][C:3]([C:5]1[CH:6]=[C:7]([CH:18]=[CH:19][C:20]=1[O:21][CH3:22])[O:8][C:9]1[CH:14]=[CH:13][C:12]([N+:15]([O-:17])=[O:16])=[CH:11][CH:10]=1)=[O:4].[OH-].[K+].O>CO>[C:3]([C:5]1[CH:6]=[C:7]([CH:18]=[CH:19][C:20]=1[O:21][CH3:22])[O:8][C:9]1[CH:10]=[CH:11][C:12]([N+:15]([O-:17])=[O:16])=[CH:13][CH:14]=1)([OH:4])=[O:2] |f:1.2|. Procedure: A mixture of 4-(3-methoxycarbonyl-4-methoxyphenoxy)-1-nitrobenzene (1.2 g), KOH (0.33 g) and water (5 mL) in MeOH (45 mL) was stirred at room temp. overnight and then heated at the reflux temp. for 4 h. The resulting mixture was cooled to room temp. and concentrated under reduced pressure. The residue was dissolved in water (50 mL), and the aqueous mixture was made acidic with a 1N HCl solution. The resulting mixture was extracted with EtOAc (50 mL). The organic layer was dried (MgSO4) and conce...